describe an organic reaction: reactants, conditions, products, and yield From a dataset of the Open Reaction Database (ORD), a public repository of structured organic reaction records. Reactants: NC=1N=C(C2=C(N1)CCNC2)C2=CC=C(C=C2)F (2-amino-4-(4-fluorophenyl)-5,6,7,8-tetrahydropyrido[4,3-d]pyrimidine), Cl.C(C)N(CC)CCCl (diethylaminoethylchloride hydrochloride). The product is Cl.Cl.Cl.NC=1N=C(C2=C(N1)CCN(C2)CCN(CC)CC)C2=CC=C(C=C2)F (2-Amino-6-(2-diethylaminoethyl)-4-(4-fluorophenyl)-5,6,7,8-tetrahydropyrido[4,3-d]pyrimidine Trihydrochloride), Cl.Cl.Cl.NC=1N=C(C2=C(N1)CCNC2CCN(CC)CC)C2=CC=C(C=C2)F (2-amino-5-(2- diethylaminoethyl)-4-(4-fluorophenyl)-5,6,7,8-tetrahydropyrido[4,3-d]pyrimidine trihydrochloride). The yield is 74.1%. As a reaction SMILES: [NH2:1][C:2]1[N:3]=[C:4]([C:12]2[CH:17]=[CH:16][C:15]([F:18])=[CH:14][CH:13]=2)[C:5]2[CH2:11][NH:10][CH2:9][CH2:8][C:6]=2[N:7]=1.[ClH:19].[CH2:20]([N:22]([CH2:25][CH2:26][Cl:27])[CH2:23][CH3:24])[CH3:21]>>[ClH:27].[ClH:19].[ClH:27].[NH2:1][C:2]1[N:3]=[C:4]([C:12]2[CH:17]=[CH:16][C:15]([F:18])=[CH:14][CH:13]=2)[C:5]2[CH2:11][N:10]([CH2:21][CH2:20][N:22]([CH2:25][CH3:26])[CH2:23][CH3:24])[CH2:9][CH2:8][C:6]=2[N:7]=1.[ClH:27].[ClH:27].[ClH:27].[NH2:1][C:2]1[N:3]=[C:4]([C:12]2[CH:17]=[CH:16][C:15]([F:18])=[CH:14][CH:13]=2)[C:5]2[CH:11]([CH2:21][CH2:20][N:22]([CH2:25][CH3:26])[CH2:23][CH3:24])[NH:10][CH2:9][CH2:8][C:6]=2[N:7]=1 |f:1.2,3.4.5.6,7.8.9.10|. Procedure: The title compound was prepared as described in Example 17 starting with 2-amino-4-(4-fluorophenyl)-5,6,7,8-tetrahydropyrido[4,3-d]pyrimidine (2.0 g, 8.2 mmol) and diethylaminoethylchloride hydrochloride (2.8 g, 16.4 mmol) to give 1.1 g (39%) of 2-amino-5-(2- diethylaminoethyl)-4-(4-fluorophenyl)-5,6,7,8-tetrahydropyrido[4,3-d]pyrimidine trihydrochloride. m.p. 234°-236° C. MS: 343(MH+). The reactants are CCCCOCCOc1ccc(OB([O-])[O-])cc1, CNS(=O)(=O)c1ccc(N2CCC(C(=O)OC)=Cc3cc(Br)ccc32)cc1, O=C([O-])[O-], Cc1ccccc1, CCO, [K+], [K+], c1ccc(P(c2ccccc2)(c2ccccc2)[Pd](P(c2ccccc2)(c2ccccc2)c2ccccc2)(P(c2ccccc2)(c2ccccc2)c2ccccc2)P(c2ccccc2)(c2ccccc2)c2ccccc2)cc1. The product is CCCCOCCOc1ccc(-c2ccc3c(c2)C=C(C(=O)OC)CCN3c2ccc(S(=O)(=O)NC)cc2)cc1. RXN SMILES: [B:28]([O-:29])([O-:44])[O:45][c:30]1[cH:31][cH:32][c:33]([O:36][CH2:37][CH2:38][O:39][CH2:40][CH2:41][CH2:42][CH3:43])[cH:34][cH:35]1.[Br:1][c:2]1[cH:3][cH:4][c:5]2[c:6]([cH:27]1)[CH:7]=[C:8]([C:23](=[O:24])[O:25][CH3:26])[CH2:9][CH2:10][N:11]2[c:12]1[cH:13][cH:14][c:15]([S:18]([NH:19][CH3:20])(=[O:21])=[O:22])[cH:16][cH:17]1.[C:46](=[O:47])([O-:48])[O-:49].[CH3:132][c:133]1[cH:134][cH:135][cH:136][cH:137][cH:138]1.[CH3:52][CH2:53][OH:54].[K+:50].[K+:51].[cH:55]1[cH:56][cH:57][c:58]([P:59]([Pd:60]([P:61]([c:62]2[cH:63][cH:64][cH:65][cH:66][cH:67]2)([c:68]2[cH:69][cH:70][cH:71][cH:72][cH:73]2)[c:74]2[cH:75][cH:76][cH:77][cH:78][cH:79]2)([P:80]([c:81]2[cH:82][cH:83][cH:84][cH:85][cH:86]2)([c:87]2[cH:88][cH:89][cH:90][cH:91][cH:92]2)[c:93]2[cH:94][cH:95][cH:96][cH:97][cH:98]2)[P:99]([c:100]2[cH:101][cH:102][cH:103][cH:104][cH:105]2)([c:106]2[cH:107][cH:108][cH:109][cH:110][cH:111]2)[c:112]2[cH:113][cH:114][cH:115][cH:116][cH:117]2)([c:118]2[cH:119][cH:120][cH:121][cH:122][cH:123]2)[c:124]2[cH:125][cH:126][cH:127][cH:128][cH:129]2)[cH:130][cH:131]1>>[c:2]1(-[c:30]2[cH:31][cH:32][c:33]([O:36][CH2:37][CH2:38][O:39][CH2:40][CH2:41][CH2:42][CH3:43])[cH:34][cH:35]2)[cH:3][cH:4][c:5]2[c:6]([cH:27]1)[CH:7]=[C:8]([C:23](=[O:24])[O:25][CH3:26])[CH2:9][CH2:10][N:11]2[c:12]1[cH:13][cH:14][c:15]([S:18]([NH:19][CH3:20])(=[O:21])=[O:22])[cH:16][cH:17]1.